This data is from the Open Reaction Database (ORD), a public repository of structured organic reaction records. The task is: describe an organic reaction: reactants, conditions, products, and yield Reactants: CN(C)C=O (DMF), FC(COC1=CC=C(C=C1)O)(F)F (4-(2,2,2-trifluoroethoxy)phenol), C(C=C)Br (allyl bromide), C([O-])([O-])=O.[Cs+].[Cs+] (cesium carbonate). As a reaction SMILES: CN(C=O)C.[F:6][C:7]([F:18])([F:17])[CH2:8][O:9][C:10]1[CH:15]=[CH:14][C:13]([OH:16])=[CH:12][CH:11]=1.[CH2:19](Br)[CH:20]=[CH2:21].C(=O)([O-])[O-].[Cs+].[Cs+]>CCOC(C)=O.O>[F:6][C:7]([F:17])([F:18])[CH2:8][O:9][C:10]1[CH:11]=[CH:12][C:13]([O:16][CH2:21][CH:20]=[CH2:19])=[CH:14][CH:15]=1 |f:3.4.5|. Yields the product FC(COC1=CC=C(C=C1)OCC=C)(F)F (Allyl 4-(2,2,2-trifluoroethoxy)phenyl ether). The solvent is CCOC(=O)C (AcOEt), O (water). Run at temperature 60 celsius. Procedure: To a DMF 30 ml solution of 4-(2,2,2-trifluoroethoxy)phenol (2.6 g, 13.6 mmol) and allyl bromide (3.53 ml, 40.8 mmol) was added cesium carbonate (4.85 g, 14.9 mmol). This suspension was heated to 60° C. for 18 hr, diluted with AcOEt and water. The organic layer was separated, and the aqueous layer was extracted twice with AcOEt. The combined organic layers were dried over anhydrous Na2SO4, filtered, concentrated, and chromatographed on silica gel eluting with 10% AcOEt/hexanes to give the title c... Starting materials: OS(=O)(=O)O (H2SO4), C(#N)C1=CCSC2=C1C=CC=C2 (4-cyano-2H-1-benzothiopyrane), solution, [H-].C(C(C)C)[Al+]CC(C)C (diisobutylaluminium hydride). The solvent is C1=CC=CC=C1 (benzene), C1(=CC=CC=C1)C (toluene). Conditions: time 4 hour. Product: C(=O)C1=CCSC2=C1C=CC=C2 (4-Formyl-2H-1-benzothiopyrane). RXN SMILES: [C:1]([C:3]1[C:8]2[CH:9]=[CH:10][CH:11]=[CH:12][C:7]=2[S:6][CH2:5][CH:4]=1)#N.[H-].C([Al+]CC(C)C)C(C)C.[OH:23]S(O)(=O)=O>C1C=CC=CC=1.C1(C)C=CC=CC=1>[CH:1]([C:3]1[C:8]2[CH:9]=[CH:10][CH:11]=[CH:12][C:7]=2[S:6][CH2:5][CH:4]=1)=[O:23] |f:1.2|. Reported procedure: 0.5 g of 4-cyano-2H-1-benzothiopyrane in 2 ml of benzene are reacted with 2 ml of a 20% solution of diisobutylaluminium hydride in toluene and the mixture stirred for 4 hours at room temperature. The resulting mixture is poured onto 20% H2SO4 and the organic phase separated, washed with saturated aqueous NaCl and dried over MgSO4. After concentration by evaporation the product is purified by chromatography over kieselgel (eluant hexane/ethyl acetate). The reactants are BrC=1C(=CC2=C(C=3N(CCO2)C=C(N3)C(=O)N)C1)C (10-bromo-9-methyl-5,6-dihydrobenzo[f]imidazo[1,2-d][1,4]oxazepine-2-carboxamide), CC1=CC(=NO1)[C@@](C)(C#C)O ((2R)-2-(5-methylisoxazol-3-yl)but-3-yn-2-ol). Yields the product O[C@@](C#CC=1C(=CC2=C(C3=NC(=CN3CCO2)C(=O)N)C1)C)(C)C1=NOC(=C1)C (9-[(R)-3-Hydroxy-3-(5-methyl-isoxazol-3-yl)-but-1-ynyl]-8-methyl-4,5-dihydro-6-oxa-1,3a-diaza-benzo[e]azulene-2-carboxylic acid amide). RXN SMILES: Br[C:2]1[C:3]([CH3:19])=[CH:4][C:5]2[O:11][CH2:10][CH2:9][N:8]3[CH:12]=[C:13]([C:15]([NH2:17])=[O:16])[N:14]=[C:7]3[C:6]=2[CH:18]=1.[CH3:20][C:21]1[O:25][N:24]=[C:23]([C@:26]([OH:30])([C:28]#[CH:29])[CH3:27])[CH:22]=1>>[OH:30][C@:26]([C:23]1[CH:22]=[C:21]([CH3:20])[O:25][N:24]=1)([CH3:27])[C:28]#[C:29][C:2]1[C:3]([CH3:19])=[CH:4][C:5]2[O:11][CH2:10][CH2:9][N:8]3[C:7](=[N:14][C:13]([C:15]([NH2:17])=[O:16])=[CH:12]3)[C:6]=2[CH:18]=1. Reported procedure: Following Procedure F, 10-bromo-9-methyl-5,6-dihydrobenzo[f]imidazo[1,2-d][1,4]oxazepine-2-carboxamide was reacted with (2R)-2-(5-methylisoxazol-3-yl)but-3-yn-2-ol to give the titled compound as a colorless solid after purification by reverse-phase HPLC. LCMS: 393.1 [M+H]+; 1H NMR (400 MHz, DMSO) δ 8.46 (s, 1H), 7.76 (s, 1H), 7.49 (s, 1H), 7.08 (s, 1H), 7.03 (s, 1H), 6.95 (s, 1H), 6.45 (s, 1H), 6.35 (s, 1H), 4.46 (s, 4H), 2.41 (s, 3H), 2.34 (s, 3H), 1.81 (s, 3H). Reactants: [Si](C)(C)(C(C)(C)C)OCC1(CC=2N(CCS1)C(=NN2)C2(CC2)C2=CC=C(C=C2)B2OC(C(O2)(C)C)(C)C)C (8-({[Tert-butyl(dimethyl)silyl]oxy}methyl)-8-methyl-3-{1-[4-(4,4,5,5-tetramethyl-1,3,2-dioxaborolan-2-yl)phenyl]cyclopropyl}-5,6,8,9-tetrahydro[1,2,4]triazolo[4,3-d][1,4]thiazepine), ClC1=NC=C(C=N1)C (2-chloro-5-methylpyrimidine), C([O-])([O-])=O.[K+].[K+] (potassium carbonate), C(O)([O-])=O.[Na+] (sodium hydrogencarbonate). The reagents and catalysts are C=1C=CC(=CC1)[P](C=2C=CC=CC2)(C=3C=CC=CC3)[Pd]([P](C=4C=CC=CC4)(C=5C=CC=CC5)C=6C=CC=CC6)([P](C=7C=CC=CC7)(C=8C=CC=CC8)C=9C=CC=CC9)[P](C=1C=CC=CC1)(C=1C=CC=CC1)C=1C=CC=CC1 (tetrakis(triphenylphosphine)palladium(0)). Solvent: C(OC)COC (dimethoxyethane), O (water). Product: [Si](C)(C)(C(C)(C)C)OCC1(CC=2N(CCS1)C(=NN2)C2(CC2)C2=CC=C(C=C2)C2=NC=C(C=N2)C)C (8-({[Tert-butyl(dimethyl)silyl]oxy}methyl)-8-methyl-3-{1-[4-(5-methylpyrimidin-2-yl)phenyl]cyclopropyl}-5,6,8,9-tetrahydro[1,2,4]triazolo[4,3-d][1,4]thiazepine). Yield: 57.1%. Reaction SMILES: [Si:1]([O:8][CH2:9][C:10]1([CH3:38])[S:16][CH2:15][CH2:14][N:13]2[C:17]([C:20]3([C:23]4[CH:28]=[CH:27][C:26](B5OC(C)(C)C(C)(C)O5)=[CH:25][CH:24]=4)[CH2:22][CH2:21]3)=[N:18][N:19]=[C:12]2[CH2:11]1)([C:4]([CH3:7])([CH3:6])[CH3:5])([CH3:3])[CH3:2].Cl[C:40]1[N:45]=[CH:44][C:43]([CH3:46])=[CH:42][N:41]=1.C(=O)([O-])[O-].[K+].[K+].C(=O)([O-])O.[Na+]>C(COC)OC.O.C1C=CC([P]([Pd]([P](C2C=CC=CC=2)(C2C=CC=CC=2)C2C=CC=CC=2)([P](C2C=CC=CC=2)(C2C=CC=CC=2)C2C=CC=CC=2)[P](C2C=CC=CC=2)(C2C=CC=CC=2)C2C=CC=CC=2)(C2C=CC=CC=2)C2C=CC=CC=2)=CC=1>[Si:1]([O:8][CH2:9][C:10]1([CH3:38])[S:16][CH2:15][CH2:14][N:13]2[C:17]([C:20]3([C:23]4[CH:28]=[CH:27][C:26]([C:40]5[N:45]=[CH:44][C:43]([CH3:46])=[CH:42][N:41]=5)=[CH:25][CH:24]=4)[CH2:22][CH2:21]3)=[N:18][N:19]=[C:12]2[CH2:11]1)([C:4]([CH3:5])([CH3:7])[CH3:6])([CH3:2])[CH3:3] |f:2.3.4,5.6,^1:68,70,89,108|. Reported procedure: A solution of the compound (556 mg, 1.0 mmol) obtained in Example 16-5), 2-chloro-5-methylpyrimidine (193 mg, 1.5 mmol), tetrakis(triphenylphosphine)palladium(0) (231 mg, 0.2 mmol), and potassium carbonate (276 mg, 2 mmol) in dimethoxyethane (4 mL) and water (1 mL) was stirred at 130° C. for 1.5 h under microwave irradiation. The reaction mixture was cooled to room temperature, saturated aqueous sodium hydrogencarbonate was added to the reaction mixture, the mixture was extracted with dichlorome... Starting materials: C(CCC)[Li] (n-butyllithium), C12(OC(C3=CC=CC=C13)=O)CCC(CC2)=O (spiro[cyclohexane-1,1′(3′H)-isobenzofuran]-3′,4-dione), O1CCCC1 (tetrahydrofuran), O1CCCC1 (tetrahydrofuran), [Cl-].[NH4+] (ammonium chloride). Reagents/catalysts: [Br-].C[P+](C1=CC=CC=C1)(C1=CC=CC=C1)C1=CC=CC=C1 (methyltriphenylphosphonium bromide). Reaction conditions: temperature -78 celsius, time 20 minute. Product: C=C1C(CC2(OCC3=CC=CC=C23)CC1)=O (4-methylenespiro[cyclohexane-1,1′(3′H)-isobenzofuran]-3-one). As a reaction SMILES: [CH2:1]([Li])[CH2:2][CH2:3][CH3:4].[C:6]12(CCC(=O)[CH2:17][CH2:16]1)[C:14]1[C:9](=[CH:10][CH:11]=[CH:12][CH:13]=1)[C:8](=O)[O:7]2.[Cl-].[NH4+].[O:24]1CCCC1>[Br-].C[P+](C1C=CC=CC=1)(C1C=CC=CC=1)C1C=CC=CC=1>[CH2:4]=[C:3]1[CH2:17][CH2:16][C:6]2([C:14]3[C:9](=[CH:10][CH:11]=[CH:12][CH:13]=3)[CH2:8][O:7]2)[CH2:1][C:2]1=[O:24] |f:2.3,5.6|. Reported procedure: A suspension of methyltriphenylphosphonium bromide (715 mg) in anhydrous tetrahydrofuran (7.0 mL) was cooled to 0° C. under an atmosphere of nitrogen, to which n-butyllithium (1.53M solution in hexane, 1.3 mL) was added, stirred at that temperature for 20 minutes and then cooled to −78° C. A solution of spiro[cyclohexane-1,1′(3′H)-isobenzofuran]-3′,4-dione (216 mg) in anhydrous tetrahydrofuran (3 mL) was added to the reaction mixture and the temperature was raised to 0° C. After stirring for 20 ... The reactants are CO, Cl, Cc1ccc(N2C(=S)N(c3ccc(C#N)c(C(F)(F)F)c3)C(=N)C23CCCCC3)cc1, O. Yields the product Cc1ccc(N2C(=S)N(c3ccc(C#N)c(C(F)(F)F)c3)C(=O)C23CCCCC3)cc1. As a reaction SMILES: [CH3:32][OH:33].[ClH:35].[NH:1]=[C:2]1[N:3]([c:20]2[cH:21][c:22]([C:28]([F:29])([F:30])[F:31])[c:23]([C:24]#[N:25])[cH:26][cH:27]2)[C:4](=[S:19])[N:5]([c:12]2[cH:13][cH:14][c:15]([CH3:18])[cH:16][cH:17]2)[C:6]12[CH2:7][CH2:8][CH2:9][CH2:10][CH2:11]2.[OH2:34]>>[C:2]1(=[O:33])[N:3]([c:20]2[cH:21][c:22]([C:28]([F:29])([F:30])[F:31])[c:23]([C:24]#[N:25])[cH:26][cH:27]2)[C:4](=[S:19])[N:5]([c:12]2[cH:13][cH:14][c:15]([CH3:18])[cH:16][cH:17]2)[C:6]12[CH2:7][CH2:8][CH2:9][CH2:10][CH2:11]2.